Dataset: the Open Reaction Database (ORD), a public repository of structured organic reaction records. Task: describe an organic reaction: reactants, conditions, products, and yield The reactants are ClC=1C=C(C=CC1SCC1=CC(=CC=C1)OCC=1N=C(OC1C)C1=CC=CC=C1)CC(=O)OC (methyl 2-[3-chloro-4-[3-[(5-methyl-2-phenyl-4-oxazolyl)methoxy]benzylthio]phenyl]acetate), Cl (hydrochloric acid), [OH-].[Na+] (sodium hydroxide), O1CCCC1 (tetrahydrofuran). Run in O (water), CO (methanol). The product is ClC=1C=C(C=CC1SCC1=CC(=CC=C1)OCC=1N=C(OC1C)C1=CC=CC=C1)CC(=O)O (2-[3-chloro-4-[3-[(5-methyl-2-phenyl-4-oxazolyl)methoxy]benzylthio]phenyl]acetic acid). The yield is 94.0%. RXN SMILES: [Cl:1][C:2]1[CH:3]=[C:4]([CH2:30][C:31]([O:33]C)=[O:32])[CH:5]=[CH:6][C:7]=1[S:8][CH2:9][C:10]1[CH:15]=[CH:14][CH:13]=[C:12]([O:16][CH2:17][C:18]2[N:19]=[C:20]([C:24]3[CH:29]=[CH:28][CH:27]=[CH:26][CH:25]=3)[O:21][C:22]=2[CH3:23])[CH:11]=1.[OH-].[Na+].O1CCCC1.Cl>O.CO>[Cl:1][C:2]1[CH:3]=[C:4]([CH2:30][C:31]([OH:33])=[O:32])[CH:5]=[CH:6][C:7]=1[S:8][CH2:9][C:10]1[CH:15]=[CH:14][CH:13]=[C:12]([O:16][CH2:17][C:18]2[N:19]=[C:20]([C:24]3[CH:25]=[CH:26][CH:27]=[CH:28][CH:29]=3)[O:21][C:22]=2[CH3:23])[CH:11]=1 |f:1.2|. Procedure details: A mixture of methyl 2-[3-chloro-4-[3-[(5-methyl-2-phenyl-4-oxazolyl)methoxy]benzylthio]phenyl]acetate. (0.47 g), a 1N aqueous sodium hydroxide solution (3 mL), tetrahydrofuran (5 mL) and methanol (5 mL) was stirred at room temperature for 1 hr. The reaction mixture was poured into water and acidified with 1N hydrochloric acid. The precipitated solid was collected by filtration and dried with air to give crystals (0.43 g, yield 94%) of 2-[3-chloro-4-[3-[(5-methyl-2-phenyl-4-oxazolyl)methoxy]benzy... Yields the product Cl.C(C)(C)(C)C=1C=CC(=C(C1)C=1N([C@@H]([C@@H](N1)C1=CC=C(C=C1)Cl)C1=CC=C(C=C1)Cl)C(=O)N1CCN(CC1)CCS(=O)(=O)C)OCC ([(4S,5R)-2-(5-tert-Butyl-2-ethoxy-phenyl)-4,5-bis-(4-chloro-phenyl)-4,5-dihydro-imidazol-1-yl]-[4-(2-methanesulfonyl-ethyl)-piperazin-1-yl]-methanone hydrochloride). RXN SMILES: [C:1]([C:5]1[CH:6]=[CH:7][C:8]([O:33][CH2:34][CH3:35])=[C:9]([C:11]2[N:12]([C:30](Cl)=[O:31])[C@H:13]([C:23]3[CH:28]=[CH:27][C:26]([Cl:29])=[CH:25][CH:24]=3)[C@H:14]([C:16]3[CH:21]=[CH:20][C:19]([Cl:22])=[CH:18][CH:17]=3)[N:15]=2)[CH:10]=1)([CH3:4])([CH3:3])[CH3:2].Cl.Cl.[CH3:38][S:39]([CH2:42][CH2:43][N:44]1[CH2:49][CH2:48][NH:47][CH2:46][CH2:45]1)(=[O:41])=[O:40]>>[ClH:22].[C:1]([C:5]1[CH:6]=[CH:7][C:8]([O:33][CH2:34][CH3:35])=[C:9]([C:11]2[N:12]([C:30]([N:47]3[CH2:46][CH2:45][N:44]([CH2:43][CH2:42][S:39]([CH3:38])(=[O:40])=[O:41])[CH2:49][CH2:48]3)=[O:31])[C@H:13]([C:23]3[CH:28]=[CH:27][C:26]([Cl:29])=[CH:25][CH:24]=3)[C@H:14]([C:16]3[CH:21]=[CH:20][C:19]([Cl:22])=[CH:18][CH:17]=3)[N:15]=2)[CH:10]=1)([CH3:3])([CH3:2])[CH3:4] |f:1.2.3,4.5|. Procedure details: [(4S,5R)-2-(5-tert-Butyl-2-ethoxy-phenyl)-4,5-bis-(4-chloro-phenyl)-4,5-dihydro-imidazol-1-yl]-[4-(2-methanesulfonyl-ethyl)-piperazin-1-yl]-methanone hydrochloride was prepared from (4S,5R)-2-(5-tert-butyl-2-ethoxy-phenyl)-4,5-bis-(4-chloro-phenyl)-4,5-dihydro-imidazole-1-carbonyl chloride (example 12d) and 1-(2-methanesulfonylethyl)piperazine dihydrochloride (example 17) in an analogous manner as described in example 25. LR-MS: 685.3 [(M+H)+] Starting materials: C(C)(C)(C)C=1C=CC(=C(C1)C=1N([C@@H]([C@@H](N1)C1=CC=C(C=C1)Cl)C1=CC=C(C=C1)Cl)C(=O)Cl)OCC ((4S,5R)-2-(5-tert-butyl-2-ethoxy-phenyl)-4,5-bis-(4-chloro-phenyl)-4,5-dihydro-imidazole-1-carbonyl chloride), Cl.Cl.CS(=O)(=O)CCN1CCNCC1 (1-(2-methanesulfonylethyl)piperazine dihydrochloride).